This data is from the Open Reaction Database (ORD), a public repository of structured organic reaction records. The task is: describe an organic reaction: reactants, conditions, products, and yield Solvent: CCOC(=O)C (EtOAc). Procedure details: (1R,2R)-1-(tert-butoxycarbonyl)-2-ethylcyclopropanecarboxylic acid (0.5 g, 2.18 mmol) was dissolved in THF (20 mL), followed by addition of CDI (390 mg, 2.41 mmol) in one portion at rt. The reaction was stirred in a 60° C. sandbath for 4 h, cooled to rt, and cyclopropanesulfonamide (292 mg, 2.41 mmol) and DBU (366 mg, 2.41 mmol) were added. The reaction was stirred at rt for overnight. The reaction was then diluted with EtOAc (30 mL) and washed with 1 N HCl (2×15 mL), water (10 mL), brine (10 mL... Product: C1(CC1)S(=O)(=O)NC(=O)[C@@]1([C@@H](C1)CC)NC(OC(C)(C)C)=O (tert-butyl (1R,2R)-1-(cyclopropylsulfonylcarbamoyl)-2-ethylcyclopropylcarbamate). Run at temperature 60 celsius, time 4 hour. Reaction SMILES: [C:1]([O:5]C([C@]1(C(O)=O)C[C@H]1CC)=O)([CH3:4])([CH3:3])[CH3:2].C1N=CN([C:21]([N:23]2C=[N:26][CH:25]=[CH:24]2)=[O:22])C=1.[CH:28]1([S:31](N)(=[O:33])=[O:32])[CH2:30][CH2:29]1.[CH2:35]1CCN2[C:38](=NCCC2)[CH2:37][CH2:36]1.C1C[O:49]CC1>CCOC(C)=O>[CH:28]1([S:31]([NH:26][C:25]([C@@:24]2([NH:23][C:21](=[O:22])[O:5][C:1]([CH3:2])([CH3:3])[CH3:4])[CH2:35][C@H:36]2[CH2:37][CH3:38])=[O:49])(=[O:33])=[O:32])[CH2:30][CH2:29]1. Starting materials: C1=CN(C=N1)C(=O)N2C=CN=C2 (CDI), C(C)(C)(C)OC(=O)[C@]1([C@@H](C1)CC)C(=O)O ((1R,2R)-1-(tert-butoxycarbonyl)-2-ethylcyclopropanecarboxylic acid), C1CCOC1 (THF), C1(CC1)S(=O)(=O)N (cyclopropanesulfonamide), C1CCC2=NCCCN2CC1 (DBU). Isolated yield 73.0%. The reactants are C1(=CC=C(C=C1)S(=O)(=O)O)C (p-Toluenesulfonic acid), ketal, CC(=O)C (acetone), ketal, C([O-])(O)=O.[Na+] (sodium bicarbonate). Run in O (water). The product is C(C)(C)=C1CCC(CC1)=O (4-isopropylidene cyclohexanone). Isolated yield 92.0%. As a reaction SMILES: [C:1]1([CH3:11])[CH:6]=CC(S(O)(=O)=O)=[CH:3][CH:2]=1.[C:12](=O)(O)[O-].[Na+].[CH3:17][C:18]([CH3:20])=[O:19]>O>[C:2](=[C:1]1[CH2:11][CH2:20][C:18](=[O:19])[CH2:17][CH2:6]1)([CH3:12])[CH3:3] |f:1.2|. Reported procedure: p-Toluenesulfonic acid (31.16 g, 164 mmol) was added to a solution of ketal (2, 23.0 g, 126 mmol) in acetone (2.3 L) and water (138 mL). The reaction mixture was heated to reflux and maintained at reflux for 3.5 h. The mixture was cooled to room temperature, treated with saturated sodium bicarbonate (60 mL) and concentrated under vacuum. The resulting oily residue was extracted with ethyl acetate (2×130 mL), washed with water (100 mL), then brine (100 mL), and dried over sodium sulfate. The filt... Starting materials: FC1=C2C(=CN(C2=CC=C1)C)CNC (4-fluoro-1-methyl-3-(methylaminomethyl)-1H-indole), Cl.O=C1CCC=2C=C(C=NC2N1)/C=C/C(=O)O ((E)-3-(7-oxo-5,6,7,8-tetrahydro-1,8-naphthyridin-3-yl)acrylic acid hydrochloride salt), CNCC1=C2N(C=3C=CC=CC13)CCC2 (2,3-dihydro-8-(methylaminomethyl)-1H-3a-azacyclopenta[a]indene), NC1=CC=C(C=N1)/C=C/C(=O)O ((E)-3-(6-amino-pyridin-3-yl)acrylic acid). Product: NC1=CC=C(C=N1)/C=C/C(=O)N(C)CC1=CN(C2=CC=CC(=C12)F)C ((E)-3-(6-aminopyridin-3-yl)-N-(4-fluoro-1-methyl-1H-indol-3-ylmethyl)-N-methylacrylamide). The yield is 31.3%. RXN SMILES: [F:1][C:2]1[CH:10]=[CH:9][CH:8]=[C:7]2[C:3]=1[C:4]([CH2:12][NH:13][CH3:14])=[CH:5][N:6]2[CH3:11].CNCC1C2C=CC=CC=2N2CCCC=12.[NH2:30][C:31]1[N:36]=[CH:35][C:34](/[CH:37]=[CH:38]/[C:39]([OH:41])=O)=[CH:33][CH:32]=1.Cl.O=C1NC2N=CC(/C=C/C(O)=O)=CC=2CC1>>[NH2:30][C:31]1[N:36]=[CH:35][C:34](/[CH:37]=[CH:38]/[C:39]([N:13]([CH2:12][C:4]2[C:3]3[C:7](=[CH:8][CH:9]=[CH:10][C:2]=3[F:1])[N:6]([CH3:11])[CH:5]=2)[CH3:14])=[O:41])=[CH:33][CH:32]=1 |f:3.4|. Reported procedure: According to the procedure of Example 24, except substituting 4-fluoro-1-methyl-3-(methylaminomethyl)-1H-indole (0.2 g, 1.04 mmole) for the 2,3-dihydro-8-(methylaminomethyl)-1H-3a-azacyclopenta[a]indene, and substituting (E)-3-(6-amino-pyridin-3-yl)acrylic acid (0.17 g, 1.04 mmole) for the (E)-3-(7-oxo-5,6,7,8-tetrahydro-1,8-naphthyridin-3-yl)acrylic acid hydrochloride salt, the title compound (0.11 g, 37%) was prepared as an off-white powder: MS (ES) m/e 339 (M+H)+.